Dataset: the Open Reaction Database (ORD), a public repository of structured organic reaction records. Task: describe an organic reaction: reactants, conditions, products, and yield Starting materials: O=C([O-])O, CC[BH-](CC)CC, C1CCOC1, CC(C)O, ClC(Cl)Cl, [Li+], O=C(c1ccc(OCCN2CCCCCC2)cc1)c1c(-c2cc(F)ccc2F)ccc2cc(O)ccc12, [Na+]. Product: Oc1ccc2c(C(O)c3ccc(OCCN4CCCCCC4)cc3)c(-c3cc(F)ccc3F)ccc2c1. RXN SMILES: [C:46](=[O:47])([OH:48])[O-:49].[CH2:38]([BH-:39]([CH2:40][CH3:41])[CH2:42][CH3:43])[CH3:44].[CH2:59]1[O:60][CH2:61][CH2:62][CH2:63]1.[CH:51]([OH:52])([CH3:53])[CH3:54].[CH:55]([Cl:56])([Cl:57])[Cl:58].[Li+:45].[N:1]1([CH2:8][CH2:9][O:10][c:11]2[cH:12][cH:13][c:14]([C:17](=[O:18])[c:19]3[c:20](-[c:30]4[c:31]([F:37])[cH:32][cH:33][c:34]([F:36])[cH:35]4)[cH:21][cH:22][c:23]4[cH:24][c:25]([OH:29])[cH:26][cH:27][c:28]34)[cH:15][cH:16]2)[CH2:2][CH2:3][CH2:4][CH2:5][CH2:6][CH2:7]1.[Na+:50]>>[N:1]1([CH2:8][CH2:9][O:10][c:11]2[cH:12][cH:13][c:14]([CH:17]([OH:18])[c:19]3[c:20](-[c:30]4[c:31]([F:37])[cH:32][cH:33][c:34]([F:36])[cH:35]4)[cH:21][cH:22][c:23]4[cH:24][c:25]([OH:29])[cH:26][cH:27][c:28]34)[cH:15][cH:16]2)[CH2:2][CH2:3][CH2:4][CH2:5][CH2:6][CH2:7]1. Reactants: COC1=CC=C2CC(NC2=C1)=O (6-methoxy-2-indolinone), C(C)(=O)OC(C)=O (acetic anhydride). Reported procedure: Prepared from 6-methoxy-2-indolinone (prepared according to Quallich, G. J.; Morrissey, P. M.; Synthesis 1993, 51) and acetic anhydride Product: C(C)(=O)N1C(CC2=CC=C(C=C12)OC)=O (1-acetyl-6-methoxy-2-indolinone). RXN SMILES: [CH3:1][O:2][C:3]1[CH:11]=[C:10]2[C:6]([CH2:7][C:8](=[O:12])[NH:9]2)=[CH:5][CH:4]=1.[C:13](OC(=O)C)(=[O:15])[CH3:14]>>[C:13]([N:9]1[C:10]2[C:6](=[CH:5][CH:4]=[C:3]([O:2][CH3:1])[CH:11]=2)[CH2:7][C:8]1=[O:12])(=[O:15])[CH3:14]. Reactants: C1(=CC=CC=C1)CCCC(NC(=O)C1=CC2=CN=C3C=CC=C(S1)N32)C(=O)NC3CCNCC3 (N-[1-(3-phenylpropan-1-yl)piperidin-4-ylaminocarbonylmethyl]-5-thia-1,8b-diazaacenaphthylene-4-carboxamide), Cl (hydrochloric acid). The solvent is C(C)O (ethanol). Conditions: time 1 hour. Yields the product Cl.Cl.C1(=CC=CC=C1)CCCC(NC(=O)C1=CC2=CN=C3C=CC=C(S1)N32)C(=O)NC3CCNCC3 (N-[1-(3-phenylpropan-1-yl)piperidin-4-ylaminocarbonylmethyl]-5-thia-1,8b-diazaacenaphthylene-4-carboxamide dihydrochloride). As a reaction SMILES: [C:1]1([CH2:7][CH2:8][CH2:9][CH:10]([C:26]([NH:28][CH:29]2[CH2:34][CH2:33][NH:32][CH2:31][CH2:30]2)=[O:27])[NH:11][C:12]([C:14]2[S:24][C:23]3[N:25]4[C:16](=[CH:17][N:18]=[C:19]4[CH:20]=[CH:21][CH:22]=3)[CH:15]=2)=[O:13])[CH:6]=[CH:5][CH:4]=[CH:3][CH:2]=1.[ClH:35]>C(O)C>[ClH:35].[ClH:35].[C:1]1([CH2:7][CH2:8][CH2:9][CH:10]([C:26]([NH:28][CH:29]2[CH2:30][CH2:31][NH:32][CH2:33][CH2:34]2)=[O:27])[NH:11][C:12]([C:14]2[S:24][C:23]3[N:25]4[C:16](=[CH:17][N:18]=[C:19]4[CH:20]=[CH:21][CH:22]=3)[CH:15]=2)=[O:13])[CH:2]=[CH:3][CH:4]=[CH:5][CH:6]=1 |f:3.4.5|. Procedure details: To a solution of 303.2 mg (0.64 mmol.) of N-[1-(3-phenylpropan-1-yl)piperidin-4-ylaminocarbonylmethyl]-5-thia-1,8b-diazaacenaphthylene-4-carboxamide in ethanol (5 ml) was added, at room temperature, 0.5 ml (6.0 mmol.) of 12N hydrochloric acid. The mixture was stirred for one hour. The mixture was concentrated under reduced pressure. To the concentrate were added ethanol and diethyl ether. The resulting crystals were collected by filtration and washed with ethanol and diethyl ether to afford the ... The reactants are Cc1cc(C(=O)O)cc(C(=O)N2CCCC2c2nc(C)cs2)c1, CCN=C=NCCCN(C)C, CCOC(C)=O, CCN(C(C)C)C(C)C, ClCCl, NC(Cc1ccccc1)C(O)CNCc1cccc(C(F)(F)F)c1, On1nnc2ccccc21. Product: Cc1cc(C(=O)NC(Cc2ccccc2)C(O)CNCc2cccc(C(F)(F)F)c2)cc(C(=O)N2CCCC2c2nc(C)cs2)c1. As a reaction SMILES: [CH3:1][c:2]1[cH:3][c:4]([C:5](=[O:6])[OH:7])[cH:8][c:9]([C:11](=[O:12])[N:13]2[CH:14]([c:18]3[s:19][cH:20][c:21]([CH3:23])[n:22]3)[CH2:15][CH2:16][CH2:17]2)[cH:10]1.[CH3:24][CH2:25][N:26]=[C:27]=[N:28][CH2:29][CH2:30][CH2:31][N:32]([CH3:33])[CH3:34].[CH3:81][CH2:82][O:83][C:84](=[O:85])[CH3:86].[CH:69]([N:70]([CH2:71][CH3:72])[CH:73]([CH3:74])[CH3:75])([CH3:76])[CH3:77].[Cl:78][CH2:79][Cl:80].[NH2:45][CH:46]([CH:47]([CH2:48][NH:49][CH2:50][c:51]1[cH:52][c:53]([C:57]([F:58])([F:59])[F:60])[cH:54][cH:55][cH:56]1)[OH:61])[CH2:62][c:63]1[cH:64][cH:65][cH:66][cH:67][cH:68]1.[OH:35][n:36]1[c:37]2[c:38]([cH:39][cH:40][cH:41][cH:42]2)[n:43][n:44]1>>[CH3:1][c:2]1[cH:3][c:4]([C:5](=[O:6])[NH:45][CH:46]([CH:47]([CH2:48][NH:49][CH2:50][c:51]2[cH:52][c:53]([C:57]([F:58])([F:59])[F:60])[cH:54][cH:55][cH:56]2)[OH:61])[CH2:62][c:63]2[cH:64][cH:65][cH:66][cH:67][cH:68]2)[cH:8][c:9]([C:11](=[O:12])[N:13]2[CH:14]([c:18]3[s:19][cH:20][c:21]([CH3:23])[n:22]3)[CH2:15][CH2:16][CH2:17]2)[cH:10]1. Reactants: solution, C[O-].[Na+] (sodium methoxide), ClC1=C([N+](=C(C=C1)CCl)[O-])C(=O)OC (methyl 3-chloro-6-(chloromethyl)pyridine-2-carboxylate 1-oxide). Solvent: CO (methanol), CO (methanol), C(C)(=O)OCC (ethyl acetate). Conditions: time 6 day. Yields the product ClC1=C([N+](=C(C=C1)COC)[O-])C(=O)OC (methyl 3-chloro-6-(methoxymethyl)pyridine-2-carboxylate 1-oxide). RXN SMILES: [Cl:1][C:2]1[CH:7]=[CH:6][C:5]([CH2:8]Cl)=[N+:4]([O-:10])[C:3]=1[C:11]([O:13][CH3:14])=[O:12].[CH3:15][O-:16].[Na+]>CO.C(OCC)(=O)C>[Cl:1][C:2]1[CH:7]=[CH:6][C:5]([CH2:8][O:16][CH3:15])=[N+:4]([O-:10])[C:3]=1[C:11]([O:13][CH3:14])=[O:12] |f:1.2|. Reported procedure: A solution of methyl 3-chloro-6-(chloromethyl)pyridine-2-carboxylate 1-oxide (1.50 g, 6.35 mmol) in methanol (15 mL) was cooled to 0° C. A 25% solution of sodium methoxide in methanol (1.52 mL) was added and the mixture stirred at room temperature for 6 days. The reaction mixture was diluted with ethyl acetate and washed with water. To the aqueous layer was added brine solution and was extracted with ethyl acetate. The organic layers were combined, dried (MgSO4), filtered and concentrated to dry... Starting materials: C(CCCCCCC\C=C/CCCCCCCC)(=O)O (oleic acid), [OH-].[Na+] (sodium hydroxide), [BH4-].[Na+] (sodium borohydride), cobalt (II) phthalocyanine, Cl (hydrochloric acid). The solvent is C(C)O (ethanol). The product is C(CCCCCCCCCCCCCCCCC)(=O)O (stearic acid), C(CCCCCCC\C=C/CCCCCCCC)(=O)O (oleic acid). Yield: 46.0%. Reaction SMILES: [C:1]([OH:20])(=[O:19])[CH2:2][CH2:3][CH2:4][CH2:5][CH2:6][CH2:7][CH2:8]/[CH:9]=[CH:10]\[CH2:11][CH2:12][CH2:13][CH2:14][CH2:15][CH2:16][CH2:17][CH3:18].[OH-].[Na+].[BH4-].[Na+].Cl>C(O)C>[C:1]([OH:20])(=[O:19])[CH2:2][CH2:3][CH2:4][CH2:5][CH2:6][CH2:7][CH2:8][CH2:9][CH2:10][CH2:11][CH2:12][CH2:13][CH2:14][CH2:15][CH2:16][CH2:17][CH3:18].[C:1]([OH:20])(=[O:19])[CH2:2][CH2:3][CH2:4][CH2:5][CH2:6][CH2:7][CH2:8]/[CH:9]=[CH:10]\[CH2:11][CH2:12][CH2:13][CH2:14][CH2:15][CH2:16][CH2:17][CH3:18] |f:1.2,3.4|. Reported procedure: Under nitrogen, 3.2 ml (10 mmol) oleic acid, 400 mg (10 mmol) sodium hydroxide, 1 g (25 mmol) sodium borohydride and 500 mg (0.9 mmol) cobalt (II) phthalocyanine are agitated in 80 ml ethanol for 93 hours at 20° C. The green reaction mixture is neutralized, cooling with ice, with 5N hydrochloric acid, and the blue precipitate is centrifuged which is washed with ethanol. The centrifugate collected is mixed with 50 ml 5N hydrochloric acid extraction is performed with benzene. The benzene phase is ... The reactants are C(#N)C1=C(C=C(C=C1)C(F)(F)F)N=NNC1=C(C=CC(=C1)C(F)(F)F)C#N (1,3-bis(2-cyano-5-trifluoromethylphenyl)triazene), CNC (dimethylamine), [H-].[Na+] (sodium hydride), BrCCC(=O)Cl (3-bromopropionyl chloride). Solvent: CCOCC (ether), CCOCC (ether). Reaction conditions: time 12 hour. Product: Br.CN(C)C(C(=O)N(N=NC1=C(C=CC(=C1)C(F)(F)F)C#N)C1=C(C=CC(=C1)C(F)(F)F)C#N)C (3-[2-(N,N-dimethylamino)propionyl]-1,3-bis(2-cyano-5-trifluoromethylphenyl)triazene hydrobromide). RXN SMILES: [C:1]([C:3]1[CH:8]=[CH:7][C:6]([C:9]([F:12])([F:11])[F:10])=[CH:5][C:4]=1[N:13]=[N:14][NH:15][C:16]1[CH:21]=[C:20]([C:22]([F:25])([F:24])[F:23])[CH:19]=[CH:18][C:17]=1[C:26]#[N:27])#[N:2].[H-].[Na+].[Br:30][CH2:31][CH2:32][C:33](Cl)=[O:34].[CH3:36][NH:37][CH3:38]>CCOCC>[BrH:30].[CH3:36][N:37]([CH:32]([CH3:31])[C:33]([N:13]([C:4]1[CH:5]=[C:6]([C:9]([F:12])([F:11])[F:10])[CH:7]=[CH:8][C:3]=1[C:1]#[N:2])[N:14]=[N:15][C:16]1[CH:21]=[C:20]([C:22]([F:23])([F:24])[F:25])[CH:19]=[CH:18][C:17]=1[C:26]#[N:27])=[O:34])[CH3:38] |f:1.2,6.7|. Procedure details: A solution of 10.0 g. (0.026 mol.) of 1,3-bis(2-cyano-5-trifluoromethylphenyl)triazene and 1.8 g. of sodium hydride in 750 ml. of ether is added to a solution of 4.45 g. (0.026 mol.) of 3-bromopropionyl chloride in 50 ml. of ether. The reaction mixture is stirred for 12 hours at 25°, then filtered to remove the precipitate formed during the reaction. The filtrate is cooled to -10° and dimethylamine (0.026 mol.) is added. The mixture is cooled for 12 hours, concentrated in vacuo and the residue i... Reactants: C=CC(C)=O, CC(C)(N)C(=O)Nc1cc(Cl)ccc1Cl, C1CCOC1. Product: CC(=O)CCNC(C)(C)C(=O)Nc1cc(Cl)ccc1Cl. RXN SMILES: [CH:1](=[CH2:2])[C:3](=[O:4])[CH3:5].[Cl:6][c:7]1[c:8]([NH:14][C:15]([C:16]([CH3:17])([CH3:18])[NH2:19])=[O:20])[cH:9][c:10]([Cl:13])[cH:11][cH:12]1.[O:21]1[CH2:22][CH2:23][CH2:24][CH2:25]1>>[CH2:1]([CH2:2][NH:19][C:16]([C:15]([NH:14][c:8]1[c:7]([Cl:6])[cH:12][cH:11][c:10]([Cl:13])[cH:9]1)=[O:20])([CH3:17])[CH3:18])[C:3](=[O:4])[CH3:5].